From a dataset of the Open Reaction Database (ORD), a public repository of structured organic reaction records. describe an organic reaction: reactants, conditions, products, and yield Product: S=C1CN=C(c2ccccc2Cl)c2cc(Cl)ccc2N1. RXN SMILES: [Cl:1][c:2]1[cH:3][cH:4][c:5]2[c:6]([cH:20]1)[C:7]([c:13]1[c:14]([Cl:19])[cH:15][cH:16][cH:17][cH:18]1)=[N:8][CH2:9][C:10](=[O:12])[NH:11]2.[P:21]12(=[S:22])[S:23][P:24]3(=[S:34])[S:25][P:26](=[S:32])([S:27][P:28](=[S:31])([S:29]3)[S:30]1)[S:33]2.[cH:35]1[cH:36][cH:37][n:38][cH:39][cH:40]1>>[Cl:1][c:2]1[cH:3][cH:4][c:5]2[c:6]([cH:20]1)[C:7]([c:13]1[c:14]([Cl:19])[cH:15][cH:16][cH:17][cH:18]1)=[N:8][CH2:9][C:10](=[S:22])[NH:11]2. Reactants: O=C1CN=C(c2ccccc2Cl)c2cc(Cl)ccc2N1, S=P12SP3(=S)SP(=S)(S1)SP(=S)(S2)S3, c1ccncc1. Starting materials: C(C)(C)(C)C1=NN=C(S1)N (5-tert-butyl-1,3,4-thiadiazol-2-amine), COC(N(C)C)OC (1,1-dimethoxy-N,N-dimethylmethanamine), CCCCCC (hexane). Solvent: C1(=CC=CC=C1)C (toluene). Reaction conditions: temperature 100 celsius. Yields the product C(C)(C)(C)C1=NN=C(S1)/N=C/N(C)C ((E)-N′-(5-tert-butyl-1,3,4-thiadiazol-2-yl)-N,N-dimethylformimidamide). As a reaction SMILES: [C:1]([C:5]1[S:9][C:8]([NH2:10])=[N:7][N:6]=1)([CH3:4])([CH3:3])[CH3:2].CO[CH:13](OC)[N:14]([CH3:16])[CH3:15].CCCCCC>C1(C)C=CC=CC=1>[C:1]([C:5]1[S:9][C:8](/[N:10]=[CH:13]/[N:14]([CH3:16])[CH3:15])=[N:7][N:6]=1)([CH3:4])([CH3:3])[CH3:2]. Procedure: A mixture of 5-tert-butyl-1,3,4-thiadiazol-2-amine (Aldrich) (10.0 g, 63.6 mmol) and 1,1-dimethoxy-N,N-dimethylmethanamine (26.3 mL, 197 mmol) in 200 mL of toluene was heated at 100° C. for 12 hours. The mixture was cooled to room temperature and hexane was added. The solid was collected by filtration (hexane wash) to afford the title compound. Reactants: N(=[N+]=[N-])[C@H](CN1N=CC=2C1=CC1=C(C=CC(C12)(C)C)OC)C ((S)-1-(2-azido-propyl)-7-methoxy-4,4-dimethyl-1,4-dihydro-indeno[2,1-c]pyrazole), C(\C=C\C(=O)O)(=O)O (fumaric acid). Reagents/catalysts: [Pt]=O (platinum oxide). Run in C(C)O (ethanol), CO (methanol), C(C)OCC (diethyl ether). Run at time 18 hour. Product: C(\C=C\C(=O)O)(=O)O.COC1=C2C=C3N(N=CC3=C2C(C=C1)(C)C)C[C@H](C)N ((S)-2-(7-methoxy-4,4-dimethyl-1,4-dihydroindeno[2,1-c]pyrazol-1-yl)-1-methyl-ethylamine fumarate). Isolated yield 69.0%. RXN SMILES: [N:1]([C@@H:4]([CH3:22])[CH2:5][N:6]1[C:10]2=[CH:11][C:12]3[C:17]([C:16]([CH3:19])([CH3:18])[CH:15]=[CH:14][C:13]=3[O:20][CH3:21])=[C:9]2[CH:8]=[N:7]1)=[N+]=[N-].[C:23]([OH:30])(=[O:29])/[CH:24]=[CH:25]/[C:26]([OH:28])=[O:27]>C(O)C.C(OCC)C.CO.[Pt]=O>[C:23]([OH:30])(=[O:29])/[CH:24]=[CH:25]/[C:26]([OH:28])=[O:27].[CH3:21][O:20][C:13]1[CH:14]=[CH:15][C:16]([CH3:19])([CH3:18])[C:17]2[C:12]=1[CH:11]=[C:10]1[C:9]=2[CH:8]=[N:7][N:6]1[CH2:5][C@@H:4]([NH2:1])[CH3:22] |f:6.7|. Procedure details: 1.38 g (4.6 mmol) of (S)-1-(2-azido-propyl)-7-methoxy-4,4-dimethyl-1,4-dihydro-indeno[2,1-c]pyrazole dissolved in 50 ml of anhydrous ethanol were hydrogenated over 140 mg of platinum oxide for 1.5 hours. The catalyst was subsequently filtered off, rinsed with ethanol and the solvent was removed in a vacuum. The colorless oil obtained was dissolved in 80 ml of anhydrous diethyl ether, filtered and treated while stirring with a solution of 534 mg (4.6 mmol) of fumaric acid in 10 ml of methanol. Th... The reactants are NC1C(=O)OCC1 ((±)-α-amino-γ-butyrolactone), Br (HBr), [K+].[Br-] (KBr). Run in C(Cl)(Cl)Cl (CHCl3). Yields the product O=C1OCCC1NCC(=O)OC (methyl N-(2-oxo-tetrahydrofur-3-yl)aminoacetate). Yield: 31.0%. Reaction SMILES: [NH2:1][CH:2]1[CH2:7][CH2:6][O:5][C:3]1=[O:4].Br.[K+].[Br-]>C(Cl)(Cl)Cl>[O:4]=[C:3]1[CH:2]([NH:1][CH2:2][C:3]([O:5][CH3:6])=[O:4])[CH2:7][CH2:6][O:5]1 |f:2.3|. Procedure details: This compound (9) was synthesized from (±)-α-amino-γ-butyrolactone×HBr using a method analogous to the synthesis described in Example 4. FC (silica gel, CHCl3). Yield: 31%. IR (KBr): 3333 (N--H), 1770, 1740 (C=O), 1216, 1165 (C--O). 1H-NMR (CDCl3): 2.05-2.18 (m, 1H); 2.47-2.57 (m, 1H); 3.57 (d, J=17.6, 1H); 3.63 (d, J=17.6, 1H); 3.64 (dd, J=8.1, 9.8, 1H); 3.75 (s, 3H); 4.21 (dt, J=6.3, 9.8, 1H); 4.42 (dt, J=2.3, 8.8, 1H). Reactants: CC(C)(C)N=C=O, O=C1c2ccccc2C(=O)N1c1n[nH]c2ccc(C(F)(F)F)cc12, CN(C)C=O. Yields the product CC(C)(C)NC(=O)n1nc(N2C(=O)c3ccccc3C2=O)c2cc(C(F)(F)F)ccc21. Reaction SMILES: [C:25]([CH3:26])([CH3:27])([CH3:28])[N:29]=[C:30]=[O:31].[F:1][C:2]([c:3]1[cH:4][c:5]2[c:6]([N:12]3[C:13](=[O:22])[c:14]4[cH:15][cH:16][cH:17][cH:18][c:19]4[C:20]3=[O:21])[n:7][nH:8][c:9]2[cH:10][cH:11]1)([F:23])[F:24].[O:32]=[CH:33][N:34]([CH3:35])[CH3:36]>>[F:1][C:2]([c:3]1[cH:4][c:5]2[c:6]([N:12]3[C:13](=[O:22])[c:14]4[cH:15][cH:16][cH:17][cH:18][c:19]4[C:20]3=[O:21])[n:7][n:8]([C:30]([NH:29][C:25]([CH3:26])([CH3:27])[CH3:28])=[O:31])[c:9]2[cH:10][cH:11]1)([F:23])[F:24]. The reactants are C(CC(CCC)=O)C(=O)OCC (ethyl hexan-3-onecarboxylate), BrC1CCCC1 (bromocyclopentane). Product: C1(CCCC1)C(CC(=O)OCC)C(CCC)=O (Ethyl 2-Cyclopentylhexan-3-onecarboxylate). Reaction SMILES: [CH2:1]([C:8]([O:10][CH2:11][CH3:12])=[O:9])[CH2:2][C:3](=[O:7])[CH2:4][CH2:5][CH3:6].Br[CH:14]1[CH2:18][CH2:17][CH2:16][CH2:15]1>>[CH:14]1([CH:2]([C:3](=[O:7])[CH2:4][CH2:5][CH3:6])[CH2:1][C:8]([O:10][CH2:11][CH3:12])=[O:9])[CH2:18][CH2:17][CH2:16][CH2:15]1. Reported procedure: The preparation was carried out analogously to Example I from 4.04 g (25.0 mmol) of ethyl hexan-3-onecarboxylate and 2.95 ml (4.10 g, 27.3 mmol) of bromocyclopentane. Purification was carried out chromatographically (silica gel, petroleum ether: ethyl acetate 20:1). MS (EI): 226 [M]+. Starting materials: C(C)=O (acetaldehyde), C(C)(=O)O (acetic acid), NC=1C=C(C=CC1)O (m-aminophenol), C(C(C)C)=O (isobutyraldehyde), C(C(C)C)=O (isobutyraldehyde), C(C)=O (acetaldehyde). The reagents and catalysts are [Pt] (platinum), [Pt] (platinum). Solvent: CO (methanol), CO (methanol), CO (methanol). The product is C(C)N(CC(C)C)C=1C=C(C=CC1)O (3-(N-Ethyl-N-isobutylamino)phenol). RXN SMILES: [NH2:1][C:2]1[CH:3]=[C:4]([OH:8])[CH:5]=[CH:6][CH:7]=1.[CH:9](=O)[CH:10]([CH3:12])[CH3:11].[CH:14](=O)[CH3:15].C(O)(=O)C>[Pt].CO>[CH2:14]([N:1]([C:2]1[CH:3]=[C:4]([OH:8])[CH:5]=[CH:6][CH:7]=1)[CH2:9][CH:10]([CH3:12])[CH3:11])[CH3:15]. Reported procedure: 3-(N-Ethyl-N-isobutylamino)phenol was synthesized by following the procedure of Examples 1 to 4. In a 500 cc-volume SUS-made autoclave equipped with a stirrer were charged 32.7 g (0.30 mole) of m-aminophenol, 185.5 g of methanol, and 1.6 g of a commercially available catalyst comprising 5% by weight of platinum supported on activated carbon containing 0.1 part by weight of lead per part by weight of platinum, and 47.6 g of a methanol solution containing 50% by weight of isobutyraldehyde (isobuty... The reactants are NC=1SC(=C(N1)C(=O)N1[C@H]2C[C@H]2C[C@H]1CN)C1=CC(=CC=C1)F ([2-amino-5-(3-fluoro-phenyl)-thiazol-4-yl]-((1S,3S,5S)-3-aminomethyl-2-aza-bicyclo[3.1.0]hex-2-yl)-methanone), CC1=CN2C(S1)=NC=C2C(=O)O (2-methyl-imidazo[2,1-b]thiazole-5-carboxylic acid). Yields the product NC=1SC(=C(N1)C(=O)N1[C@H]2C[C@H]2C[C@H]1CNC(=O)C1=CN=C2SC(=CN21)C)C2=CC(=CC=C2)F (2-methyl-imidazo[2,1-b]thiazole-5-carboxylic acid {(1S,3S,5S)-2-[2-amino-5-(3-fluoro-phenyl)-thiazole-4-carbonyl]-2-aza-bicyclo[3.1.0]hex-3-ylmethyl}-amide). As a reaction SMILES: [NH2:1][C:2]1[S:3][C:4]([C:17]2[CH:22]=[CH:21][CH:20]=[C:19]([F:23])[CH:18]=2)=[C:5]([C:7]([N:9]2[C@H:14]([CH2:15][NH2:16])[CH2:13][C@H:12]3[C@@H:10]2[CH2:11]3)=[O:8])[N:6]=1.[CH3:24][C:25]1[S:29][C:28]2=[N:30][CH:31]=[C:32]([C:33](O)=[O:34])[N:27]2[CH:26]=1>>[NH2:1][C:2]1[S:3][C:4]([C:17]2[CH:22]=[CH:21][CH:20]=[C:19]([F:23])[CH:18]=2)=[C:5]([C:7]([N:9]2[C@H:14]([CH2:15][NH:16][C:33]([C:32]3[N:27]4[C:28]([S:29][C:25]([CH3:24])=[CH:26]4)=[N:30][CH:31]=3)=[O:34])[CH2:13][C@H:12]3[C@@H:10]2[CH2:11]3)=[O:8])[N:6]=1. Procedure details: prepared by reaction of [2-amino-5-(3-fluoro-phenyl)-thiazol-4-yl]-((1S,3S,5S)-3-aminomethyl-2-aza-bicyclo[3.1.0]hex-2-yl)-methanone with 2-methyl-imidazo[2,1-b]thiazole-5-carboxylic acid. LC-MS (basic): tR=0.78 min; [M+H]+=497.1. Starting materials: C=CCc1c(O)c2c(c(C)c1CC)COC2=O, C1CCOC1, C[Si](C)(C)CCO, CC(C)OC(=O)N=NC(=O)OC(C)C, c1ccc(P(c2ccccc2)c2ccccc2)cc1. Product: C=CCc1c(CC)c(C)c2c(c1OCC[Si](C)(C)C)C(=O)OC2. As a reaction SMILES: [CH2:1]([CH:2]=[CH2:3])[c:4]1[c:5]([CH2:16][CH3:17])[c:6]([CH3:15])[c:7]2[c:11]([c:12]1[OH:13])[C:10](=[O:14])[O:9][CH2:8]2.[CH2:58]1[O:59][CH2:60][CH2:61][CH2:62]1.[CH3:37][Si:38]([CH2:39][CH2:40][OH:41])([CH3:42])[CH3:43].[O:44]=[C:45]([O:46][CH:47]([CH3:48])[CH3:49])[N:50]=[N:51][C:52]([O:53][CH:54]([CH3:55])[CH3:56])=[O:57].[c:18]1([P:19]([c:20]2[cH:21][cH:22][cH:23][cH:24][cH:25]2)[c:26]2[cH:27][cH:28][cH:29][cH:30][cH:31]2)[cH:32][cH:33][cH:34][cH:35][cH:36]1>>[CH2:1]([CH:2]=[CH2:3])[c:4]1[c:5]([CH2:16][CH3:17])[c:6]([CH3:15])[c:7]2[c:11]([c:12]1[O:13][CH2:40][CH2:39][Si:38]([CH3:37])([CH3:42])[CH3:43])[C:10](=[O:14])[O:9][CH2:8]2.